From a dataset of the Open Reaction Database (ORD), a public repository of structured organic reaction records. describe an organic reaction: reactants, conditions, products, and yield Reactants: ClC1=NC(=NC(=C1[N+](=O)[O-])Cl)SC (4,6-Dichloro-2-methylthio-5-nitropyrimidine), C[O-].[Na+] (sodium methoxide). The solvent is CO (methanol). Reaction conditions: time 3 hour. Yields the product ClC1=NC(=NC(=C1[N+](=O)[O-])OC)SC (4-Chloro-6-methoxy-2-methylthio-5-nitropyrimidine). Isolated yield 85.3%. RXN SMILES: [Cl:1][C:2]1[C:7]([N+:8]([O-:10])=[O:9])=[C:6](Cl)[N:5]=[C:4]([S:12][CH3:13])[N:3]=1.[CH3:14][O-:15].[Na+]>CO>[Cl:1][C:2]1[C:7]([N+:8]([O-:10])=[O:9])=[C:6]([O:15][CH3:14])[N:5]=[C:4]([S:12][CH3:13])[N:3]=1 |f:1.2|. Reported procedure: A mixture of 4,6-Dichloro-2-methylthio-5-nitropyrimidine (5.25 g, 21.88 mmol) in methanol (40 mL) was treated with sodium methoxide (1.3 g, 24.06 mmol). The mixture was stirred at room temperature for 3 h. At this point the reaction was poured onto ice to give a brown solid which was filtered and washed with water. The solid was dried under vacuo to give 4-Chloro-6-methoxy-2-methylthio-5-nitropyrimidine (4.40 g, 85%) as a brown solid. LRMS for C6H6Cl1N3O3S (M+H)+ at m/z=235. The NMR spectrum obt... Starting materials: BrC=1C=C(C=CC1)C(C(C)=O)(CC1=CC=C(C=C1)Cl)C (3-(3-bromophenyl)4-(4-chlorophenyl)-3-methyl-2-butanone), [BH4-].[Na+] (sodium borohydride). Solvent: CO (methanol). Run at time 10 minute. Product: BrC=1C=C(C=CC1)C(C(C)O)(CC1=CC=C(C=C1)Cl)C (3-(3-Bromophenyl)-4-(4-chlorophenyl)-3-methyl-2-butanol). As a reaction SMILES: [Br:1][C:2]1[CH:3]=[C:4]([C:8]([CH3:20])([CH2:12][C:13]2[CH:18]=[CH:17][C:16]([Cl:19])=[CH:15][CH:14]=2)[C:9](=[O:11])[CH3:10])[CH:5]=[CH:6][CH:7]=1.[BH4-].[Na+]>CO>[Br:1][C:2]1[CH:3]=[C:4]([C:8]([CH3:20])([CH2:12][C:13]2[CH:14]=[CH:15][C:16]([Cl:19])=[CH:17][CH:18]=2)[CH:9]([OH:11])[CH3:10])[CH:5]=[CH:6][CH:7]=1 |f:1.2|. Reported procedure: To a solution of 3-(3-bromophenyl)4-(4-chlorophenyl)-3-methyl-2-butanone (1.6 g, 4.6 mmol) in methanol (50 mL) was added sodium borohydride (0.26 g, 6.8 mmol). After stirring at room temperature for 10 min, the reaction was quenched by addition of saturated aqueous ammonium chloride (25 mL). The precipitate was filtered off and washed with ethyl acetate (25 mL). The organic layer of the filtrate was separated, washed with brine, dried over anhydrous sodium sulfate, filtered and concentrated to d... As a reaction SMILES: [Br:23][CH2:24][c:25]1[cH:26][cH:27][cH:28][cH:29][cH:30]1.[C:31](=[O:32])([O-:33])[O-:34].[CH3:42][CH2:43][O:44][C:45]([CH3:46])=[O:47].[K+:35].[K+:36].[O:37]=[CH:38][N:39]([CH3:40])[CH3:41].[OH:1][c:2]1[c:3]([CH:9]([CH2:10][CH:11]([CH:12]([CH3:13])[C:14]([CH3:15])([CH3:16])[CH3:17])[OH:18])[O:19][SiH:20]([CH3:21])[CH3:22])[cH:4][cH:5][c:6]([F:8])[cH:7]1>>[O:1]([c:2]1[c:3]([CH:9]([CH2:10][CH:11]([CH:12]([CH3:13])[C:14]([CH3:15])([CH3:16])[CH3:17])[OH:18])[O:19][SiH:20]([CH3:21])[CH3:22])[cH:4][cH:5][c:6]([F:8])[cH:7]1)[CH2:24][c:25]1[cH:26][cH:27][cH:28][cH:29][cH:30]1. Product: CC(C(O)CC(O[SiH](C)C)c1ccc(F)cc1OCc1ccccc1)C(C)(C)C. The reactants are BrCc1ccccc1, O=C([O-])[O-], CCOC(C)=O, [K+], [K+], CN(C)C=O, CC(C(O)CC(O[SiH](C)C)c1ccc(F)cc1O)C(C)(C)C.